This data is from the Open Reaction Database (ORD), a public repository of structured organic reaction records. The task is: describe an organic reaction: reactants, conditions, products, and yield Reactants: C1(CC1)C1=CC=C(C=C1)/C(=C/COC1=CC(=C(OCC(=O)OC)C=C1)C)/C1=CC=C(C=C1)I (methyl (Z)-[4-[3-(4-cyclopropylphenyl)-3-(4-iodophenyl)allyloxy]-2-methylphenoxy]-acetate), C(C#C)N1CCOCC1 (N-propargylmorpholine), C(C)(C)NC(C)C (diisopropyl amine). The reagents and catalysts are Cl[Pd]([P](C1=CC=CC=C1)(C2=CC=CC=C2)C3=CC=CC=C3)([P](C4=CC=CC=C4)(C5=CC=CC=C5)C6=CC=CC=C6)Cl (bis(triphenylphosphine)palladium(II) dichloride), [Cu]I (copper(I) iodide). Solvent: O1CCCC1 (tetrahydrofuran). Reaction conditions: time 7 hour. The product is C1(CC1)C1=CC=C(C=C1)/C(=C/COC1=CC(=C(OCC(=O)OC)C=C1)C)/C1=CC=C(C=C1)C#CCN1CCOCC1 (methyl (Z)-[4-[3-(4-cyclopropylphenyl)-3-[4-[3-(morpholin-4-yl)propynyl]phenyl]allyloxy]-2-methylphenoxy]acetate). As a reaction SMILES: [CH:1]1([C:4]2[CH:9]=[CH:8][C:7](/[C:10](/[C:27]3[CH:32]=[CH:31][C:30](I)=[CH:29][CH:28]=3)=[CH:11]/[CH2:12][O:13][C:14]3[CH:25]=[CH:24][C:17]([O:18][CH2:19][C:20]([O:22][CH3:23])=[O:21])=[C:16]([CH3:26])[CH:15]=3)=[CH:6][CH:5]=2)[CH2:3][CH2:2]1.[CH2:34]([N:37]1[CH2:42][CH2:41][O:40][CH2:39][CH2:38]1)[C:35]#[CH:36].C(NC(C)C)(C)C>O1CCCC1.Cl[Pd](Cl)([P](C1C=CC=CC=1)(C1C=CC=CC=1)C1C=CC=CC=1)[P](C1C=CC=CC=1)(C1C=CC=CC=1)C1C=CC=CC=1.[Cu]I>[CH:1]1([C:4]2[CH:9]=[CH:8][C:7](/[C:10](/[C:27]3[CH:32]=[CH:31][C:30]([C:36]#[C:35][CH2:34][N:37]4[CH2:42][CH2:41][O:40][CH2:39][CH2:38]4)=[CH:29][CH:28]=3)=[CH:11]/[CH2:12][O:13][C:14]3[CH:25]=[CH:24][C:17]([O:18][CH2:19][C:20]([O:22][CH3:23])=[O:21])=[C:16]([CH3:26])[CH:15]=3)=[CH:6][CH:5]=2)[CH2:3][CH2:2]1 |^1:57,76|. Procedure details: To a degassed solution of the above ester (392 mg, 0.707 mmol), N-propargylmorpholine (176 mg, 1.41 mmol) and diisopropyl amine (0.466 mL, 3.3 mmol) in anhydrous tetrahydrofuran (11 mL), bis(triphenylphosphine)palladium(II) dichloride (37 mg, 0.053 mmol) and copper(I) iodide (12.0 mg, 0.063 mmol) were added. The reaction mixture was stirred at ambient temperature for 7 h under nitrogen. The solvents were evaporated in vacuo and the residue was purified by flash column chromatography (silica gel ... Starting materials: O=[N+]([O-])c1ccc(Br)cc1, C#C[Si](C)(C)C, CC(C)NC(C)C. Product: C[Si](C)(C)C#Cc1ccc([N+](=O)[O-])cc1. Reaction SMILES: [Br:1][c:2]1[cH:3][cH:4][c:5]([N+:8](=[O:9])[O-:10])[cH:6][cH:7]1.[CH3:11][Si:12]([CH3:13])([CH3:14])[C:15]#[CH:16].[CH:17]([NH:18][CH:19]([CH3:20])[CH3:21])([CH3:22])[CH3:23]>>[c:2]1([C:16]#[C:15][Si:12]([CH3:11])([CH3:13])[CH3:14])[cH:3][cH:4][c:5]([N+:8](=[O:9])[O-:10])[cH:6][cH:7]1. Reactants: C(C)(C)(C)OC(=O)N1CC2OC2(CC1)C1=CC(=C(C=C1)[N+](=O)[O-])OC (6-(3-methoxy-4-nitro-phenyl)-7-oxa-3-aza-bicyclo[4.1.0]heptane-3-carboxylic acid tert-butyl ester). Reagents/catalysts: [Pd] (palladium on carbon). The solvent is CO (methanol). Conditions: time 2 hour. Yields the product C(C)(C)(C)OC(=O)N1C[C@@H]([C@@H](CC1)C1=CC(=C(C=C1)N)OC)O ((±)-(3R,4S)-4-(4-amino-3-methoxy-phenyl)-3-hydroxy-piperidine-1-carboxylic acid tert-butyl ester). Yield: 99.0%. Reaction SMILES: [C:1]([O:5][C:6]([N:8]1[CH2:14][CH2:13][C:12]2([C:15]3[CH:20]=[CH:19][C:18]([N+:21]([O-])=O)=[C:17]([O:24][CH3:25])[CH:16]=3)[CH:10]([O:11]2)[CH2:9]1)=[O:7])([CH3:4])([CH3:3])[CH3:2]>CO.[Pd]>[C:1]([O:5][C:6]([N:8]1[CH2:14][CH2:13][C@@H:12]([C:15]2[CH:20]=[CH:19][C:18]([NH2:21])=[C:17]([O:24][CH3:25])[CH:16]=2)[C@@H:10]([OH:11])[CH2:9]1)=[O:7])([CH3:4])([CH3:3])[CH3:2]. Procedure: To a solution of 6-(3-methoxy-4-nitro-phenyl)-7-oxa-3-aza-bicyclo[4.1.0]heptane-3-carboxylic acid tert-butyl ester (190 mg, 0.542 mmol) in methanol (10.00 mL) was added palladium on carbon 10% (40.00 mg), and the mixture was shaken in a Parr apparatus under an atmosphere of hydrogen (35 PSI) for 2 h. Filtration through Celite and evaporation of the solvent provided crude (±)-(3R,4S)-4-(4-amino-3-methoxy-phenyl)-3-hydroxy-piperidine-1-carboxylic acid tert-butyl ester (173 mg, 99%), which was used... Reactants: O (water), N1=CC=CC=C1 (pyridine), FC(S(=O)(=O)OS(=O)(=O)C(F)(F)F)(F)F (trifluoromethanesulfonic anhydride), CC(C)(OC(=O)N[C@H](C(=O)OCC)CC1=CC=C(C=C1)O)C (ethyl (αS)-α-[[(1,1-dimethylethoxy)carbonyl]amino]-4-hydroxybenzenepropionate). Solvent: ClCCl (dichloromethane). Reaction conditions: time 2 hour. Product: CC(C)(OC(=O)N[C@H](C(=O)OCC)CC1=CC=C(C=C1)OS(=O)(=O)C(F)(F)F)C (ethyl (αS)-α-[[(1,1-dimethylethoxy)carbonyl]amino]-4-(trifluoromethanesulfonyloxy)benzenepropionate). Isolated yield 100.0%. RXN SMILES: N1C=CC=CC=1.[F:7][C:8]([F:21])([F:20])[S:9]([O:12]S(C(F)(F)F)(=O)=O)(=[O:11])=[O:10].[CH3:22][C:23]([CH3:43])([O:25][C:26]([NH:28][C@@H:29]([CH2:35][C:36]1[CH:41]=[CH:40][C:39](O)=[CH:38][CH:37]=1)[C:30]([O:32][CH2:33][CH3:34])=[O:31])=[O:27])[CH3:24].O>ClCCl>[CH3:43][C:23]([CH3:22])([O:25][C:26]([NH:28][C@@H:29]([CH2:35][C:36]1[CH:37]=[CH:38][C:39]([O:12][S:9]([C:8]([F:21])([F:20])[F:7])(=[O:11])=[O:10])=[CH:40][CH:41]=1)[C:30]([O:32][CH2:33][CH3:34])=[O:31])=[O:27])[CH3:24]. Reported procedure: Under nitrogen atmosphere, pyridine(130.3 g) and trifluoromethanesulfonic anhydride (170.4 g) were added dropwise to a solution of ethyl (αS)-α-[[(1,1-dimethylethoxy)carbonyl]amino]-4-hydroxybenzenepropionate (170.0 g) in dichloromethane (1.7 L) at 10° C. or below. After stirring for 1 hour at the same temperature, water (850 ml) was added dropwise to the mixture and the mixture was stirred for 2 hours at the same temperature. The organic layer was washed with 10% aqueous citric acid solution an...